Dataset: the Open Reaction Database (ORD), a public repository of structured organic reaction records. Task: describe an organic reaction: reactants, conditions, products, and yield Reactants: C(CCCCCCCCCCCCCCCCC)NCCCCCCCCCCCCCCCCCC (dioctadecylamine), BrCCCC(=O)OCC (ethyl 4-bromobutyrate). Run in C1(=CC=CC=C1)C (toluene). Yields the product C(CCCCCCCCCCCCCCCCC)N(CCCC(=O)OCC)CCCCCCCCCCCCCCCCCC (Ethyl 4-Dioctadecylaminobutyrate). Isolated yield 58.2%. As a reaction SMILES: [CH2:1]([NH:19][CH2:20][CH2:21][CH2:22][CH2:23][CH2:24][CH2:25][CH2:26][CH2:27][CH2:28][CH2:29][CH2:30][CH2:31][CH2:32][CH2:33][CH2:34][CH2:35][CH2:36][CH3:37])[CH2:2][CH2:3][CH2:4][CH2:5][CH2:6][CH2:7][CH2:8][CH2:9][CH2:10][CH2:11][CH2:12][CH2:13][CH2:14][CH2:15][CH2:16][CH2:17][CH3:18].Br[CH2:39][CH2:40][CH2:41][C:42]([O:44][CH2:45][CH3:46])=[O:43]>C1(C)C=CC=CC=1>[CH2:20]([N:19]([CH2:1][CH2:2][CH2:3][CH2:4][CH2:5][CH2:6][CH2:7][CH2:8][CH2:9][CH2:10][CH2:11][CH2:12][CH2:13][CH2:14][CH2:15][CH2:16][CH2:17][CH3:18])[CH2:39][CH2:40][CH2:41][C:42]([O:44][CH2:45][CH3:46])=[O:43])[CH2:21][CH2:22][CH2:23][CH2:24][CH2:25][CH2:26][CH2:27][CH2:28][CH2:29][CH2:30][CH2:31][CH2:32][CH2:33][CH2:34][CH2:35][CH2:36][CH3:37]. Reported procedure: A solution of dioctadecylamine (5.2 g., 0.01 mole), ethyl 4-bromobutyrate (1.95 g., 0.01 mole) and toluene (50 ml.) is heated at reflux for sixteen hours, then cooled and concentrated in vacuo to a semi-solid oil. The oil is triturated with ethylacetate, filtered, and the filtrate washed with water, then dried (Na2SO4). Removal of the solvent gives the product as an oil (3.7 g.). Reactants: CCO, CCOC(=O)c1ccc2c(c1)n(NCc1ccc(Cl)cc1Cl)c(=O)n2C, [Na+], C1CCOC1, [OH-], O. The product is Cn1c(=O)n(NCc2ccc(Cl)cc2Cl)c2cc(C(=O)O)ccc21. Reaction SMILES: [CH3:29][CH2:30][OH:31].[Cl:3][c:4]1[c:5]([CH2:6][NH:7][n:8]2[c:9](=[O:23])[n:10]([CH3:22])[c:11]3[c:12]2[cH:13][c:14]([C:17](=[O:18])[O:19][CH2:20][CH3:21])[cH:15][cH:16]3)[cH:24][cH:25][c:26]([Cl:28])[cH:27]1.[Na+:2].[O:32]1[CH2:33][CH2:34][CH2:35][CH2:36]1.[OH-:1].[OH2:37]>>[Cl:3][c:4]1[c:5]([CH2:6][NH:7][n:8]2[c:9](=[O:23])[n:10]([CH3:22])[c:11]3[c:12]2[cH:13][c:14]([C:17](=[O:18])[OH:19])[cH:15][cH:16]3)[cH:24][cH:25][c:26]([Cl:28])[cH:27]1. Reactants: O (water), C(C)(C)(C)OC(=O)N1[C@@H](CC(CC1)=O)C(=O)OCC1=CC=CC=C1 ((S)-4-oxo-piperidine-1,2-dicarboxylic acid 2-benzyl ester 1-tert-butyl ester), C(C)(C)(C)OC(=O)N1[C@@H](CC(CC1)=O)C(=O)OCC1=CC=CC=C1 ((S)-4-oxo-piperidine-1,2-dicarboxylic acid 2-benzyl ester 1-tert-butyl ester), C[Si]([N-][Si](C)(C)C)(C)C.[Na+] (sodium hexamethyldisilazide). The reagents and catalysts are [Br-].C[P+](C1=CC=CC=C1)(C1=CC=CC=C1)C1=CC=CC=C1 (methyl(triphenyl)phosphonium bromide). The solvent is C1(=CC=CC=C1)C (toluene), C1(=CC=CC=C1)C (toluene). Run at time 1 hour. Yields the product C(C)(C)(C)OC(=O)N1[C@@H](CC(CC1)=C)C(=O)OCC1=CC=CC=C1 ((S)-4-Methylene-piperidine-1,2-dicarboxylic acid 2-benzyl ester 1-tert-butyl ester), oil. Yield: 57.4%. Reaction SMILES: [CH3:1][Si](C)(C)[N-][Si](C)(C)C.[Na+].[C:11]([O:15][C:16]([N:18]1[CH2:23][CH2:22][C:21](=O)[CH2:20][C@H:19]1[C:25]([O:27][CH2:28][C:29]1[CH:34]=[CH:33][CH:32]=[CH:31][CH:30]=1)=[O:26])=[O:17])([CH3:14])([CH3:13])[CH3:12].O>[Br-].C[P+](C1C=CC=CC=1)(C1C=CC=CC=1)C1C=CC=CC=1.C1(C)C=CC=CC=1>[C:11]([O:15][C:16]([N:18]1[CH2:23][CH2:22][C:21](=[CH2:1])[CH2:20][C@H:19]1[C:25]([O:27][CH2:28][C:29]1[CH:34]=[CH:33][CH:32]=[CH:31][CH:30]=1)=[O:26])=[O:17])([CH3:14])([CH3:13])[CH3:12] |f:0.1,4.5|. Procedure: To a suspension of methyl(triphenyl)phosphonium bromide (248 g, 0.69 mol) in anhydrous toluene (1 L) was added sodium hexamethyldisilazide (258 ml, 0.69 mmol) at 0° C., after addition was completed, the reaction mixture was warmed to room temperature, and stirred at room temperature for 1 hour, then cooled to 0° C. and the solution of (S)-4-oxo-piperidine-1,2-dicarboxylic acid 2-benzyl ester 1-tert-butyl ester (intermediate 14, 210 g, 0.63 mol) in anhydrous toluene (0.5 L) was added. The resulti... Starting materials: CO, COCCOC, Nc1nc(I)nc2c1ncn2C1OC(CO)C(O)C1O, C=[N+]=[N-], O, O, Cl[Sn](Cl)(Cl)Cl. Yields the product COC1C(CO)OC(n2cnc3c(N)nc(I)nc32)C1O. As a reaction SMILES: [CH3:21][OH:22].[CH3:33][O:34][CH2:35][CH2:36][O:37][CH3:38].[I:1][c:2]1[n:3][c:4]([NH2:20])[c:5]2[n:6][cH:7][n:8]([CH:9]3[CH:10]([OH:11])[CH:12]([OH:13])[CH:14]([CH2:15][OH:16])[O:17]3)[c:18]2[n:19]1.[N+:30](=[N-:31])=[CH2:32].[OH2:23].[OH2:24].[Sn:25]([Cl:26])([Cl:27])([Cl:28])[Cl:29]>>[I:1][c:2]1[n:3][c:4]([NH2:20])[c:5]2[n:6][cH:7][n:8]([CH:9]3[CH:10]([OH:11])[CH:12]([O:13][CH3:32])[CH:14]([CH2:15][OH:16])[O:17]3)[c:18]2[n:19]1. Starting materials: OCCCCCCCCCBr, CN(C)CC(N)CC(=O)OCc1ccccc1, Cl, Cl, Oc1cccc(F)c1F, OCCCCCCCCCOc1cccc(F)c1F, O=C(O)CCCCCCCCOc1cccc(F)c1F. The product is CN(C)CC(CC(=O)OCc1ccccc1)NC(=O)CCCCCCCCOc1cccc(F)c1F. As a reaction SMILES: [Br:10][CH2:11][CH2:12][CH2:13][CH2:14][CH2:15][CH2:16][CH2:17][CH2:18][CH2:19][OH:20].[CH2:62]([c:63]1[cH:64][cH:65][cH:66][cH:67][cH:68]1)[O:69][C:70]([CH2:71][CH:72]([CH2:73][N:74]([CH3:75])[CH3:76])[NH2:77])=[O:78].[ClH:60].[ClH:61].[F:1][c:2]1[c:3]([F:4])[cH:5][cH:6][cH:7][c:8]1[OH:9].[F:21][c:22]1[c:23]([O:24][CH2:25][CH2:26][CH2:27][CH2:28][CH2:29][CH2:30][CH2:31][CH2:32][CH2:33][OH:34])[cH:35][cH:36][cH:37][c:38]1[F:39].[F:40][c:41]1[c:42]([F:43])[cH:44][cH:45][cH:46][c:47]1[O:48][CH2:49][CH2:50][CH2:51][CH2:52][CH2:53][CH2:54][CH2:55][CH2:56][C:57]([OH:58])=[O:59]>>[F:21][c:22]1[c:23]([O:24][CH2:25][CH2:26][CH2:27][CH2:28][CH2:29][CH2:30][CH2:31][CH2:32][C:33](=[O:34])[NH:77][CH:72]([CH2:71][C:70]([O:69][CH2:62][c:63]2[cH:64][cH:65][cH:66][cH:67][cH:68]2)=[O:78])[CH2:73][N:74]([CH3:75])[CH3:76])[cH:35][cH:36][cH:37][c:38]1[F:39]. Starting materials: O=C1OCCC=C1Br, O=C([O-])[O-], CCOC(C)=O, Cc1ccccc1, [K+], [K+], O, OB(O)c1ccccc1, [Pd], c1ccc(P(c2ccccc2)c2ccccc2)cc1, c1ccc(P(c2ccccc2)c2ccccc2)cc1, c1ccc(P(c2ccccc2)c2ccccc2)cc1, c1ccc(P(c2ccccc2)c2ccccc2)cc1. RXN SMILES: [Br:1][C:2]1=[CH:7][CH2:6][CH2:5][O:4][C:3]1=[O:8].[C:18](=[O:19])([O-:20])[O-:21].[CH3:24][CH2:25][O:26][C:27](=[O:28])[CH3:29].[CH3:30][c:31]1[cH:32][cH:33][cH:34][cH:35][cH:36]1.[K+:22].[K+:23].[OH2:114].[OH:9][B:10]([OH:11])[c:12]1[cH:13][cH:14][cH:15][cH:16][cH:17]1.[Pd:37].[c:38]1([P:39]([c:40]2[cH:41][cH:42][cH:43][cH:44][cH:45]2)[c:46]2[cH:47][cH:48][cH:49][cH:50][cH:51]2)[cH:52][cH:53][cH:54][cH:55][cH:56]1.[c:57]1([P:58]([c:59]2[cH:60][cH:61][cH:62][cH:63][cH:64]2)[c:65]2[cH:66][cH:67][cH:68][cH:69][cH:70]2)[cH:71][cH:72][cH:73][cH:74][cH:75]1.[c:76]1([P:77]([c:78]2[cH:79][cH:80][cH:81][cH:82][cH:83]2)[c:84]2[cH:85][cH:86][cH:87][cH:88][cH:89]2)[cH:90][cH:91][cH:92][cH:93][cH:94]1.[c:95]1([P:96]([c:97]2[cH:98][cH:99][cH:100][cH:101][cH:102]2)[c:103]2[cH:104][cH:105][cH:106][cH:107][cH:108]2)[cH:109][cH:110][cH:111][cH:112][cH:113]1>>[C:2]1([c:12]2[cH:13][cH:14][cH:15][cH:16][cH:17]2)=[CH:7][CH2:6][CH2:5][O:4][C:3]1=[O:8]. Yields the product O=C1OCCC=C1c1ccccc1. The reactants are [Al+3].[Cl-].[Cl-].[Cl-] (AlCl3), ClCCl (dichloromethane), C1(CCCCC1)CC1C(C2=CC=3CCCC3C=C2C1)=O (2-(cyclohexylmethyl)-3,5,6,7-tetrahydro-s-indacen-1(2H)-one), BrBr (bromine). Solvent: ice. Run at temperature 0 celsius, time 45 minute. The product is C1(CCCCC1)CC1C(C2=CC=3CCCC3C(=C2C1)Br)=O (2-(cyclohexylmethyl)-4-Bromo-3,5,6,7-tetrahydro-s-indacen-1(2H)-one). RXN SMILES: [Al+3].[Cl-].[Cl-].[Cl-].ClCCl.[CH:8]1([CH2:14][CH:15]2[CH2:26][C:25]3[C:17](=[CH:18][C:19]4[CH2:20][CH2:21][CH2:22][C:23]=4[CH:24]=3)[C:16]2=[O:27])[CH2:13][CH2:12][CH2:11][CH2:10][CH2:9]1.[Br:28]Br>>[CH:8]1([CH2:14][CH:15]2[CH2:26][C:25]3[C:17](=[CH:18][C:19]4[CH2:20][CH2:21][CH2:22][C:23]=4[C:24]=3[Br:28])[C:16]2=[O:27])[CH2:13][CH2:12][CH2:11][CH2:10][CH2:9]1 |f:0.1.2.3|. Reported procedure: To a mixture of 40.9 g (0.305 mol) of AlCl3 in 180 ml of dichloromethane 32.7 g (0.122 mol) of 2-(cyclohexylmethyl)-3,5,6,7-tetrahydro-s-indacen-1(2H)-one was added. To this mixture cooled to 0° C. 21.5 g (0.134 mol) of bromine was added dropwise by vigorous stirring for 45 min at 0-5° C. The resulting mixture was stirred for 12 h at ambient temperature and then poured on 1000 cm3 of ice. The organic layer was separated, and the aqueous layer was extracted with 3×200 ml of dichloromethane. The c... Reactants: CC=1C=C2C=CC(OC2=C(C1OC(C)=O)CC(CBr)Br)=O (6-methyl-7-acetoxy-8-(2',3'-dibromopropyl) coumarin), [OH-].[K+] (KOH), O1C(=O)C=CC2=CC=CC=C12.[OH-].[K+] (coumarin KOH), Cl (HCl). Solvent: O (H2O). Product: CC1=CC2=C3C(=CC(=C2O1)C)C=CC(=O)O3 (6,5'-dimethylangelicin). Reaction SMILES: [CH3:1][C:2]1[CH:3]=[C:4]2[C:9](=[C:10]([CH2:16][CH:17](Br)[CH2:18]Br)[C:11]=1[O:12]C(=O)C)[O:8][C:7](=[O:21])[CH:6]=[CH:5]2.[OH-].[K+].O1C2C(=CC=CC=2)C=CC1=O.[OH-].[K+].Cl>O>[CH3:18][C:17]1[O:12][C:11]2[C:10](=[C:9]3[O:8][C:7](=[O:21])[CH:6]=[CH:5][C:4]3=[CH:3][C:2]=2[CH3:1])[CH:16]=1 |f:1.2,3.4.5|. Procedure: To an ethanolic solution (100 ml) of 6-methyl-7-a-cetoxy-8-(2',3'-dibromopropyl) coumarin (XIII) (1.5 g) a volume of ethanolic 4% KOH solution was added, equivalent to a molar ratio coumarin/KOH 1:10. The mixture was refluxed for 80 min. in the dark, chilled, diluted with H2O (200 ml) and acidified with dil. HCl. The precipitate thus obtained was filtered, washed with H2O, dried and chromatographed on a silica gel column by eluting with CHCl3, yielding the 6,5'-dimethylangelicin (XVI), crystalli... Reactants: COC(=O)C1=C(O)c2ccc(F)cc2S(=O)(=O)N1C, Cc1cnc(N)s1, Cc1ccccc1C. Product: Cc1cnc(NC(=O)C2=C(O)c3ccc(F)cc3S(=O)(=O)N2C)s1. RXN SMILES: [F:1][c:2]1[cH:3][c:4]2[c:5]([cH:18][cH:19]1)[C:6]([OH:17])=[C:7]([C:13]([O:15][CH3:14])=[O:16])[N:8]([CH3:12])[S:9]2(=[O:10])=[O:11].[NH2:20][c:21]1[s:22][c:23]([CH3:26])[cH:24][n:25]1.[c:27]1([CH3:28])[c:29]([CH3:30])[cH:31][cH:32][cH:33][cH:34]1>>[F:1][c:2]1[cH:3][c:4]2[c:5]([cH:18][cH:19]1)[C:6]([OH:17])=[C:7]([C:13](=[O:15])[NH:20][c:21]1[s:22][c:23]([CH3:26])[cH:24][n:25]1)[N:8]([CH3:12])[S:9]2(=[O:10])=[O:11]. Starting materials: BrBr (bromine), CN(C1=CC=C(C(=O)C2=CC=CC=C2)C=C1)C (4-dimethylaminobenzophenone), O (water), S([O-])(O)=O.[Na+] (sodium bisulfite). The solvent is C(C)(=O)O (acetic acid), C1(=CC=CC=C1)C.O (toluene water), C(C)(=O)O (acetic acid). Reaction conditions: time 1 hour. The product is BrC=1C=C(C(=O)C2=CC=CC=C2)C=CC1N(C)C (3-Bromo-4-dimethylaminobenzophenone). As a reaction SMILES: [CH3:1][N:2]([CH3:17])[C:3]1[CH:16]=[CH:15][C:6]([C:7]([C:9]2[CH:14]=[CH:13][CH:12]=[CH:11][CH:10]=2)=[O:8])=[CH:5][CH:4]=1.[Br:18]Br.O.S(=O)(O)[O-].[Na+]>C(O)(=O)C.C1(C)C=CC=CC=1.O>[Br:18][C:4]1[CH:5]=[C:6]([CH:15]=[CH:16][C:3]=1[N:2]([CH3:17])[CH3:1])[C:7]([C:9]1[CH:14]=[CH:13][CH:12]=[CH:11][CH:10]=1)=[O:8] |f:3.4,6.7|. Procedure details: 22.5 g (0.1 mol) of 4-dimethylaminobenzophenone were dissolved in 60 ml of acetic acid, and then a solution of 5.3 ml (0.105 mol) of bromine in 20 ml of acetic acid was added dropwise thereto over a period of one hour, while stirring. The mixture was then stirred for 30 minutes more, and some water and some sodium bisulfite for decolorization were added. The greasy substance thus obtained was shaken with toluene/water, the toluene phase was washed twice more with water and dried, and the toluene...